This data is from the Open Reaction Database (ORD), a public repository of structured organic reaction records. The task is: describe an organic reaction: reactants, conditions, products, and yield The reactants are ClC=1C=C(C=CC1OC(C)C)C1=NC(=NO1)C=1C=CC=C2C=CNC12 (7-(5-{3-chloro-4-[(1-methylethyl)oxy]phenyl}-1,2,4-oxadiazol-3-yl)-1H-indole), C1CN2CCN1CC2 (DABCO), C(OC)(OC)=O (dimethyl carbonate). Solvent: CN(C=O)C (N,N-Dimethylformamide). Conditions: temperature 130 celsius. Yields the product ClC=1C=C(C=CC1OC(C)C)C1=NC(=NO1)C=1C=CC=C2C=CN(C12)C (7-(5-{3-chloro-4-[(1-methylethyl)oxy]phenyl}-1,2,4-oxadiazol-3-yl)-1-methyl-1H-indole). Isolated yield 132.3%. As a reaction SMILES: [Cl:1][C:2]1[CH:3]=[C:4]([C:12]2[O:16][N:15]=[C:14]([C:17]3[CH:18]=[CH:19][CH:20]=[C:21]4[C:25]=3[NH:24][CH:23]=[CH:22]4)[N:13]=2)[CH:5]=[CH:6][C:7]=1[O:8][CH:9]([CH3:11])[CH3:10].[CH2:26]1N2CCN(CC2)C1.C(=O)(OC)OC>CN(C)C=O>[Cl:1][C:2]1[CH:3]=[C:4]([C:12]2[O:16][N:15]=[C:14]([C:17]3[CH:18]=[CH:19][CH:20]=[C:21]4[C:25]=3[N:24]([CH3:26])[CH:23]=[CH:22]4)[N:13]=2)[CH:5]=[CH:6][C:7]=1[O:8][CH:9]([CH3:10])[CH3:11]. Procedure details: 7-(5-{3-chloro-4-[(1-methylethyl)oxy]phenyl}-1,2,4-oxadiazol-3-yl)-1H-indole (D51) (708 mg), DABCO (112 mg), and N,N-Dimethylformamide (4 mL) were added to dimethyl carbonate (10 mL) at room temperature under stirring. The reaction mixture was heated to 130° C. for 36 h. After cooling the reaction, the organic solvent was evaporated off. The residue was purified by column chromatography (25% EtOAc in hexane) to afford 7-(5-{3-chloro-4-[(1-methylethyl)oxy]phenyl}-1,2,4-oxadiazol-3-yl)-1-methyl-1H... Reactants: ClC1=CC(=C(N=N1)C1=CC=CC=C1)N1CCN(CC1)C(=O)C1=CC=CC=C1 ((4-(6-chloro-3-phenylpyridazin-4-yl)piperazin-1-yl)(phenyl)methanone). The reagents and catalysts are [C].[Pd] (palladium carbon). The solvent is CO (methanol). Run at time 3 hour. The product is C1(=CC=CC=C1)C(=O)N1CCN(CC1)C1=C(N=NC=C1)C1=CC=CC=C1 (phenyl(4-(3-phenylpyridazin-4-yl)piperazin-1-yl)methanone). RXN SMILES: Cl[C:2]1[N:7]=[N:6][C:5]([C:8]2[CH:13]=[CH:12][CH:11]=[CH:10][CH:9]=2)=[C:4]([N:14]2[CH2:19][CH2:18][N:17]([C:20]([C:22]3[CH:27]=[CH:26][CH:25]=[CH:24][CH:23]=3)=[O:21])[CH2:16][CH2:15]2)[CH:3]=1>CO.[C].[Pd]>[C:22]1([C:20]([N:17]2[CH2:18][CH2:19][N:14]([C:4]3[CH:3]=[CH:2][N:7]=[N:6][C:5]=3[C:8]3[CH:13]=[CH:12][CH:11]=[CH:10][CH:9]=3)[CH2:15][CH2:16]2)=[O:21])[CH:23]=[CH:24][CH:25]=[CH:26][CH:27]=1 |f:2.3|. Reported procedure: To (4-(6-chloro-3-phenylpyridazin-4-yl)piperazin-1-yl)(phenyl)methanone (1 g) dissolved in methanol (40 ml), and palladium carbon (10 mol %) was added very slowly under nitrogen atmosphere and the reaction mixture was stirred under hydrogen atmosphere (1 kg pressure) for 3 hrs. The progress of reaction was monitored by TLC. After consumption of starting material, the reaction mixture was filtered through celite, washed with methanol and the filtrate was concentrated under reduced pressure to get... The reactants are OBO, COc1ccccc1CNC1CCC(N(C)C(=O)OC(C)(C)C)CC1, Cc1cc(OS(=O)(=O)C(F)(F)F)cc(C)n1. Product: COc1ccc(-c2cc(C)nc(C)c2)cc1CNC1CCC(N(C)C(=O)OC(C)(C)C)CC1. RXN SMILES: [BH:1]([OH:2])[OH:3].[C:4](=[O:5])([O:6][C:7]([CH3:8])([CH3:9])[CH3:10])[N:11]([CH:12]1[CH2:13][CH2:14][CH:15]([NH:18][CH2:19][c:20]2[cH:21][cH:22][cH:23][cH:24][c:25]2[O:26][CH3:27])[CH2:16][CH2:17]1)[CH3:28].[F:29][C:30]([F:31])([F:32])[S:33]([O:34][c:35]1[cH:36][c:37]([CH3:42])[n:38][c:39]([CH3:41])[cH:40]1)(=[O:43])=[O:44]>>[C:4](=[O:5])([O:6][C:7]([CH3:8])([CH3:9])[CH3:10])[N:11]([CH:12]1[CH2:13][CH2:14][CH:15]([NH:18][CH2:19][c:20]2[cH:21][c:22](-[c:35]3[cH:36][c:37]([CH3:42])[n:38][c:39]([CH3:41])[cH:40]3)[cH:23][cH:24][c:25]2[O:26][CH3:27])[CH2:16][CH2:17]1)[CH3:28]. Starting materials: [Al+3].[Cl-].[Cl-].[Cl-] (AlCl3), C1(=CC=CC=C1)OC1=CC=CC=C1 (diphenylether), BrC(C(=O)Br)(C)C (α-bromoisobutyrylbromide). Run in ClCCl (dichloromethane). The product is BrC(C(=O)C1=CC=C(C=C1)OC1=CC=CC=C1)(C)C (2-bromo-2-methyl-1-(4-phenoxy-phenyl)-propan-1-one). RXN SMILES: [Al+3].[Cl-].[Cl-].[Cl-].[C:5]1([O:11][C:12]2[CH:17]=[CH:16][CH:15]=[CH:14][CH:13]=2)[CH:10]=[CH:9][CH:8]=[CH:7][CH:6]=1.[Br:18][C:19]([CH3:24])([CH3:23])[C:20](Br)=[O:21]>ClCCl>[Br:18][C:19]([CH3:24])([CH3:23])[C:20]([C:15]1[CH:14]=[CH:13][C:12]([O:11][C:5]2[CH:6]=[CH:7][CH:8]=[CH:9][CH:10]=2)=[CH:17][CH:16]=1)=[O:21] |f:0.1.2.3|. Reported procedure: 7.82 g of AlCl3 were added in about 30′ to a solution of 10 g (0.0587 mol) of diphenylether and 7.44 ml (0.0587 mol) of α-bromoisobutyrylbromide (97.5% w/w) in 100 ml of dichloromethane, maintaining the temperature between 0 e 5° C. Starting materials: C(C(=O)Cl)(=O)Cl (Oxalyl chloride), C(C)(C)C1=C(C(=NN1)C(=O)O)[N+](=O)[O-] (5-isopropyl-4-nitro-1H-pyrazol-3-carboxylic acid), CN(C=O)C (dimethylformamide). The solvent is ClCCl (dichloromethane). Conditions: temperature 0 celsius, time 1 hour. The product is C1(CCCC1)C1=C(C(=NN1)C(=O)N)[N+](=O)[O-] (5-cyclopentyl-4-nitro-1H-pyrazol-3-carboxylic acid amide). As a reaction SMILES: [C:1](Cl)(=O)[C:2](Cl)=O.[CH:7]([C:10]1[NH:14][N:13]=[C:12]([C:15]([OH:17])=O)[C:11]=1[N+:18]([O-:20])=[O:19])([CH3:9])[CH3:8].C[N:22](C)C=O>ClCCl>[CH:7]1([C:10]2[NH:14][N:13]=[C:12]([C:15]([NH2:22])=[O:17])[C:11]=2[N+:18]([O-:20])=[O:19])[CH2:8][CH2:2][CH2:1][CH2:9]1. Procedure: Oxalyl chloride (7.65 ml, 87.7 mmol) was added dropwise to a suspension of 5-isopropyl-4-nitro-1H-pyrazol-3-carboxylic acid (6.58 g, 29.2 mmol) in dichloromethane (100 ml) containing dimethylformamide (0.5 ml) under nitrogen at 0° C. The reaction was stirred at 0° C. for 1 hours, allowed to warm to room temperature and stirred for a further 2 hours. The solvent was removed under reduced pressure, the residue was azeotroped with dichloromethane (2×50 ml) and dissolved in toluene (100 ml). Ammonia... The reactants are C(C1=CC=CC=C1)(=O)Cl (benzoyl chloride), N1(CCOCC1)C=1N=C2N(C(C1)=O)CC[C@H](N2)C(F)(F)F ((S)-2-morpholin-4-yl-8-trifluoromethyl-6,7,8,9-tetrahydropyrimido[1,2-a]pyrimidin-4-one), C([O-])(O)=O.[Na+] (sodium bicarbonate), [H-].[Na+] (sodium hydride). The solvent is O1CCCC1 (tetrahydrofuran), C(C)(=O)OCC (ethyl acetate). Reaction conditions: time 6 hour. The product is C(C1=CC=CC=C1)(=O)N1[C@@H](CCN2C1=NC(=CC2=O)N2CCOCC2)C(F)(F)F ((S)-9-benzoyl-2-morpholin-4-yl-8-trifluoromethyl-6,7,8,9-tetrahydropyrimido[1,2-a]pyrimidin-4-one). As a reaction SMILES: [H-].[Na+].[C:3](Cl)(=[O:10])[C:4]1[CH:9]=[CH:8][CH:7]=[CH:6][CH:5]=1.[N:12]1([C:18]2[N:19]=[C:20]3[NH:28][C@H:27]([C:29]([F:32])([F:31])[F:30])[CH2:26][CH2:25][N:21]3[C:22](=[O:24])[CH:23]=2)[CH2:17][CH2:16][O:15][CH2:14][CH2:13]1.C(=O)(O)[O-].[Na+]>O1CCCC1.C(OCC)(=O)C>[C:3]([N:28]1[C:20]2=[N:19][C:18]([N:12]3[CH2:17][CH2:16][O:15][CH2:14][CH2:13]3)=[CH:23][C:22](=[O:24])[N:21]2[CH2:25][CH2:26][C@H:27]1[C:29]([F:30])([F:31])[F:32])(=[O:10])[C:4]1[CH:9]=[CH:8][CH:7]=[CH:6][CH:5]=1 |f:0.1,4.5|. Reported procedure: 35.7 mg of sodium hydride and then, after 10 minutes of stirring, 0.135 ml de of benzoyl chloride are added, under an argon atmosphere, to a solution of 300 mg of (S)-2-morpholin-4-yl-8-trifluoromethyl-6,7,8,9-tetrahydropyrimido[1,2-a]pyrimidin-4-one (Example 1e) in 3 ml of tetrahydrofuran. After stirring for six hours at ambient temperature, a saturated solution of sodium bicarbonate and ethyl acetate are added to the reaction mixture. The organic phase is separated and then successively washed... The reactants are Cl (hydrochloric acid), C(C)(C)(C)[Si](OC(C#C)C)(C)C (tert-butyl-dimethyl-(1-methyl-prop-2-ynyloxy)-silane), COC(NC1=C(C=C(C(=C1)C(F)(F)F)F)I)=O ((4-Fluoro-2-iodo-5-trifluoromethyl-phenyl)-carbamic acid methyl ester), O=O (oxygen). Reagents/catalysts: Cl[Pd]([P](C1=CC=CC=C1)(C2=CC=CC=C2)C3=CC=CC=C3)([P](C4=CC=CC=C4)(C5=CC=CC=C5)C6=CC=CC=C6)Cl (Bis-(triphenylphosphine)-palladium (II) dichloride), [Cu]I (copper (I) iodide). Run in C(C)N(CC)CC (triethylamine). Yields the product COC(NC1=C(C=C(C(=C1)C(F)(F)F)F)C#CC(C)O[Si](C)(C)C(C)(C)C)=O ({2-[3-(tert-butyl-dimethyl-silanyloxy)-but-1-ynyl]-4-fluoro-5-trifluoromethyl-phenyl}-carbamic acid methyl ester). Isolated yield 138.9%. Reaction SMILES: [CH3:1][O:2][C:3](=[O:17])[NH:4][C:5]1[CH:10]=[C:9]([C:11]([F:14])([F:13])[F:12])[C:8]([F:15])=[CH:7][C:6]=1I.[C:18]([Si:22]([CH3:29])([CH3:28])[O:23][CH:24]([CH3:27])[C:25]#[CH:26])([CH3:21])([CH3:20])[CH3:19].O=O.Cl>C(N(CC)CC)C.Cl[Pd](Cl)([P](C1C=CC=CC=1)(C1C=CC=CC=1)C1C=CC=CC=1)[P](C1C=CC=CC=1)(C1C=CC=CC=1)C1C=CC=CC=1.[Cu]I>[CH3:1][O:2][C:3](=[O:17])[NH:4][C:5]1[CH:10]=[C:9]([C:11]([F:14])([F:13])[F:12])[C:8]([F:15])=[CH:7][C:6]=1[C:26]#[C:25][CH:24]([O:23][Si:22]([C:18]([CH3:19])([CH3:21])[CH3:20])([CH3:29])[CH3:28])[CH3:27] |^1:42,61|. Procedure: The title compound (ISP-MS: m/e=361.2 ([M+])) was produced from (4-fluoro-2-iodo-5-trifluoromethyl-phenyl)-carbamic acid methyl ester as follows: (4-Fluoro-2-iodo-5-trifluoromethyl-phenyl)-carbamic acid methyl ester (1520 mg) was dissolved in triethylamine (20 mL). Bis-(triphenylphosphine)-palladium (II) dichloride (193 mg; 5 mol %), copper (I) iodide (52 mg; 5 mol %) and tert-butyl-dimethyl-(1-methyl-prop-2-ynyloxy)-silane (1.22 g; 1.2 equivalent) were added and the reaction mixture was heated ...